This data is from the Open Reaction Database (ORD), a public repository of structured organic reaction records. The task is: describe an organic reaction: reactants, conditions, products, and yield Starting materials: Brc1cc(-c2ccccc2)cs1, CC(C)(C)OC(=O)N1CC2CNCC2C1, Cc1ccccc1, O=C(C=Cc1ccccc1)C=Cc1ccccc1, O=C(C=Cc1ccccc1)C=Cc1ccccc1, O=C(C=Cc1ccccc1)C=Cc1ccccc1, [Pd], [Pd]. Yields the product CC(C)(C)OC(=O)N1CC2CN(c3cc(-c4ccccc4)cs3)CC2C1. Reaction SMILES: [Br:16][c:17]1[s:18][cH:19][c:20](-[c:22]2[cH:23][cH:24][cH:25][cH:26][cH:27]2)[cH:21]1.[C:1]([CH3:2])([CH3:3])([CH3:4])[O:5][C:6](=[O:7])[N:8]1[CH2:9][CH:10]2[CH2:11][NH:12][CH2:13][CH:14]2[CH2:15]1.[CH3:28][c:29]1[cH:30][cH:31][cH:32][cH:33][cH:34]1.[O:37]=[C:38]([CH:39]=[CH:40][c:41]1[cH:42][cH:43][cH:44][cH:45][cH:46]1)[CH:47]=[CH:48][c:49]1[cH:50][cH:51][cH:52][cH:53][cH:54]1.[O:55]=[C:56]([CH:57]=[CH:58][c:59]1[cH:60][cH:61][cH:62][cH:63][cH:64]1)[CH:65]=[CH:66][c:67]1[cH:68][cH:69][cH:70][cH:71][cH:72]1.[O:73]=[C:74]([CH:75]=[CH:76][c:77]1[cH:78][cH:79][cH:80][cH:81][cH:82]1)[CH:83]=[CH:84][c:85]1[cH:86][cH:87][cH:88][cH:89][cH:90]1.[Pd:35].[Pd:36]>>[C:1]([CH3:2])([CH3:3])([CH3:4])[O:5][C:6](=[O:7])[N:8]1[CH2:9][CH:10]2[CH2:11][N:12]([c:17]3[s:18][cH:19][c:20](-[c:22]4[cH:23][cH:24][cH:25][cH:26][cH:27]4)[cH:21]3)[CH2:13][CH:14]2[CH2:15]1. Reactants: N(=NC(=O)N1CCCCC1)C(=O)N1CCCCC1 (Azodicarbonyl dipiperidine), C(C)OC(C(CC1=CC=C(C=C1)O)OCC)=O (2-ethoxy-3-(4-hydroxyphenyl)propanoic acid ethyl ester), C(C1=CC=CC=C1)OC1=CC=C(C=C1)CCO (2-(4-benzyloxyphenyl)ethanol), C1(=CC=CC=C1)P(C1=CC=CC=C1)C1=CC=CC=C1 (triphenylphosphine). The solvent is ClCCl (dichloromethane), ClCCl (dichloromethane). Reaction conditions: time 8 hour. The product is C(C)OC(C(CC1=CC=C(C=C1)OCCC1=CC=C(C=C1)OCC1=CC=CC=C1)OCC)=O (3-{4-[2-(4-benzyloxyphenyl)ethoxy]phenyl}-2-ethoxypropanoic acid ethyl ester). Yield: 74.3%. As a reaction SMILES: N(C(N1CCCCC1)=O)=NC(N1CCCCC1)=O.[CH2:19]([O:21][C:22](=[O:35])[CH:23]([O:32][CH2:33][CH3:34])[CH2:24][C:25]1[CH:30]=[CH:29][C:28]([OH:31])=[CH:27][CH:26]=1)[CH3:20].[CH2:36]([O:43][C:44]1[CH:49]=[CH:48][C:47]([CH2:50][CH2:51]O)=[CH:46][CH:45]=1)[C:37]1[CH:42]=[CH:41][CH:40]=[CH:39][CH:38]=1.C1(P(C2C=CC=CC=2)C2C=CC=CC=2)C=CC=CC=1>ClCCl>[CH2:19]([O:21][C:22](=[O:35])[CH:23]([O:32][CH2:33][CH3:34])[CH2:24][C:25]1[CH:26]=[CH:27][C:28]([O:31][CH2:51][CH2:50][C:47]2[CH:48]=[CH:49][C:44]([O:43][CH2:36][C:37]3[CH:42]=[CH:41][CH:40]=[CH:39][CH:38]=3)=[CH:45][CH:46]=2)=[CH:29][CH:30]=1)[CH3:20]. Reported procedure: Azodicarbonyl dipiperidine (7.5 g; 30 mmole) was added to 2-ethoxy-3-(4-hydroxyphenyl)propanoic acid ethyl ester (described in Example 20b) (7 g; 30 mmole), 2-(4-benzyloxyphenyl)ethanol (6.8 g; 30 mmole) and triphenylphosphine (7.8 g; 30 mmole) dissolved i dichloromethane. After stirring at room temperature overnight the solvent was evaporated in vacuo and diethyl ether was added. The solid material was filtered off after 1 hour and the filtrate was evaporated in vacuo. Purification by chromatog... The reactants are O=C(c1c2n(c3cc(Br)ccc13)CCN(C(=O)C(F)(F)F)CC2)C(F)(F)F, CO, [Na+], [OH-], O. Yields the product O=C(c1c2n(c3cc(Br)ccc13)CCNCC2)C(F)(F)F. RXN SMILES: [Br:1][c:2]1[cH:3][cH:4][c:5]2[c:6]([C:22]([C:23]([F:24])([F:25])[F:26])=[O:27])[c:7]3[n:8]([c:9]2[cH:10]1)[CH2:11][CH2:12][N:13]([C:16](=[O:17])[C:18]([F:19])([F:20])[F:21])[CH2:14][CH2:15]3.[CH3:30][OH:31].[Na+:29].[OH-:28].[OH2:32]>>[Br:1][c:2]1[cH:3][cH:4][c:5]2[c:6]([C:22]([C:23]([F:24])([F:25])[F:26])=[O:27])[c:7]3[n:8]([c:9]2[cH:10]1)[CH2:11][CH2:12][NH:13][CH2:14][CH2:15]3. Starting materials: C1(NCCC2=C1SC1=C2CCCC1)=O (3,4,5,6,7,8-Hexahydrobenzothieno[2,3-c]pyridin-1(2H)one), C(C)(=O)OCC1=C(C=C(C=C1Br)F)Br (2,6-Dibromo-4-fluorobenzyl Acetate), CC1(C2=C(C(=CC=C2)P(C3=CC=CC=C3)C4=CC=CC=C4)OC5=C(C=CC=C51)P(C6=CC=CC=C6)C7=CC=CC=C7)C (Xantphos), C(=O)([O-])[O-].[Cs+].[Cs+] (Cs2CO3). Reagents/catalysts: C=1C=CC(=CC1)/C=C/C(=O)/C=C/C2=CC=CC=C2.C=1C=CC(=CC1)/C=C/C(=O)/C=C/C2=CC=CC=C2.C=1C=CC(=CC1)/C=C/C(=O)/C=C/C2=CC=CC=C2.[Pd].[Pd] (Pd2(dba)3). Yield: 76.2%. Procedure details: A solution of 103e (3 g, 14.5 mmol), 2,6-dibromo-4-fluorobenzyl acetate 101j (14 g, 43.5 mmol), Xantphos (839 mg, 1.45 mmol), Pd2(dba)3 (1.33 g, 1.45 mmol) and Cs2CO3 (9.4 g, 29 mmol) in dioxane (200 mL) was heated at 100° for 15 h under nitrogen. After filtration, the filtrate was evaporated in vacuo and purified by flash column eluting with ethyl acetate/petroleum ether (1:1) to give 103f (5 g, yield 77%) as a yellow solid. LCMS: (M+H)+452. 1H NMR (500 MHz, DMSO) δ 7.71 (dd, J=2.5, 1H), 7.51 (... As a reaction SMILES: [C:1]1(=[O:14])[C:6]2[S:7][C:8]3[CH2:13][CH2:12][CH2:11][CH2:10][C:9]=3[C:5]=2[CH2:4][CH2:3][NH:2]1.[C:15]([O:18][CH2:19][C:20]1[C:25]([Br:26])=[CH:24][C:23]([F:27])=[CH:22][C:21]=1Br)(=[O:17])[CH3:16].CC1(C)C2C(=C(P(C3C=CC=CC=3)C3C=CC=CC=3)C=CC=2)OC2C(P(C3C=CC=CC=3)C3C=CC=CC=3)=CC=CC1=2.C([O-])([O-])=O.[Cs+].[Cs+]>O1CCOCC1.C1C=CC(/C=C/C(/C=C/C2C=CC=CC=2)=O)=CC=1.C1C=CC(/C=C/C(/C=C/C2C=CC=CC=2)=O)=CC=1.C1C=CC(/C=C/C(/C=C/C2C=CC=CC=2)=O)=CC=1.[Pd].[Pd]>[C:15]([O:18][CH2:19][C:20]1[C:21]([N:2]2[CH2:3][CH2:4][C:5]3[C:9]4[CH2:10][CH2:11][CH2:12][CH2:13][C:8]=4[S:7][C:6]=3[C:1]2=[O:14])=[CH:22][C:23]([F:27])=[CH:24][C:25]=1[Br:26])(=[O:17])[CH3:16] |f:3.4.5,7.8.9.10.11|. The solvent is O1CCOCC1 (dioxane). Product: C(C)(=O)OCC1=C(C=C(C=C1N1C(C2=C(CC1)C1=C(S2)CCCC1)=O)F)Br (2-Bromo-4-fluoro-6-(1-oxo-3,4,5,6,7,8-hexahydrobenzothieno[2,3-c]pyridin-2(1H)-yl)benzyl Acetate).